The task is: describe an organic reaction: reactants, conditions, products, and yield. This data is from the Open Reaction Database (ORD), a public repository of structured organic reaction records. Reactants: O=C(OCc1ccccc1)N1CCCC(CO)C1, ClCCl. Reaction SMILES: [CH2:1]([c:2]1[cH:3][cH:4][cH:5][cH:6][cH:7]1)[O:8][C:9](=[O:10])[N:11]1[CH2:12][CH:13]([CH2:17][OH:18])[CH2:14][CH2:15][CH2:16]1.[Cl:19][CH2:20][Cl:21]>>[CH2:1]([c:2]1[cH:3][cH:4][cH:5][cH:6][cH:7]1)[O:8][C:9](=[O:10])[N:11]1[CH2:12][CH:13]([CH:17]=[O:18])[CH2:14][CH2:15][CH2:16]1. Product: O=CC1CCCN(C(=O)OCc2ccccc2)C1. Reactants: [H-].[Na+] (sodium hydride), OC=1C=C(C(=O)OC)C=C(C1)O (methyl 3,5-dihydroxybenzoate), BrCC(=O)OCC1=CC=CC=C1 (benzyl bromoacetate). The solvent is CN(C=O)C (N,N-dimethylformamide). Conditions: temperature 10 celsius, time 30 minute. Yields the product C(C1=CC=CC=C1)OC(=O)COC=1C=C(C(=O)OC)C=C(C1)O (methyl 3-benzyloxycarbonylmethoxy-5-hydroxybenzoate). RXN SMILES: [OH:1][C:2]1[CH:3]=[C:4]([CH:9]=[C:10]([OH:12])[CH:11]=1)[C:5]([O:7][CH3:8])=[O:6].[H-].[Na+].Br[CH2:16][C:17]([O:19][CH2:20][C:21]1[CH:26]=[CH:25][CH:24]=[CH:23][CH:22]=1)=[O:18]>CN(C)C=O>[CH2:20]([O:19][C:17]([CH2:16][O:1][C:2]1[CH:3]=[C:4]([CH:9]=[C:10]([OH:12])[CH:11]=1)[C:5]([O:7][CH3:8])=[O:6])=[O:18])[C:21]1[CH:26]=[CH:25][CH:24]=[CH:23][CH:22]=1 |f:1.2|. Procedure: To a mixture of methyl 3,5-dihydroxybenzoate (20 g) in N,N-dimethylformamide (200 ml) was added sodium hydride (60% in mineral oil, 5.23 g) slowly at 10° C. After stirring at 10° C. for 30 minutes, benzyl bromoacetate (20.7 ml) was added dropwise to the mixture over 10 minutes. The reaction mixture was stirred at room temperature overnight and then evaporated in vacuo. Ethyl acetate (400 ml) and water (100 ml) was added to the residue and the mixture was adjusted to pH 5 with hydrochloric acid. ... The reactants are COC(=O)N[C@@H](C(C1=CC=CC=C1)C1=CC=CC=C1)C(=O)NCCC(C[C@H](N(C(=O)OC(C)(C)C)C(=O)OC(C)(C)C)C(=O)OCC)F (ethyl N6-[N-(methoxycarbonyl)-β-phenyl-L-phenylalanyl]-N2,N2-bis(tert-butoxycarbonyl)-4-fluoro-L-lysinate), C1(=CC=CC=C1)OC (anisole), C(=O)(C(F)(F)F)O (TFA), C(=O)(O)[O-].[Na+] (NaHCO3). Solvent: ClCCl (dichloromethane). Reaction conditions: time 3 hour. Yields the product COC(=O)N[C@@H](C(C1=CC=CC=C1)C1=CC=CC=C1)C(=O)NCCC(C[C@H](N)C(=O)OCC)F (ethyl N6-[N-(methoxycarbonyl)-β-phenyl-L-phenylalanyl]-4-fluoro-L-lysinate). Yield: 110.7%. RXN SMILES: [CH3:1][O:2][C:3]([NH:5][C@H:6]([C:20]([NH:22][CH2:23][CH2:24][CH:25]([F:48])[CH2:26][C@@H:27]([C:43]([O:45][CH2:46][CH3:47])=[O:44])[N:28](C(OC(C)(C)C)=O)C(OC(C)(C)C)=O)=[O:21])[CH:7]([C:14]1[CH:19]=[CH:18][CH:17]=[CH:16][CH:15]=1)[C:8]1[CH:13]=[CH:12][CH:11]=[CH:10][CH:9]=1)=[O:4].C1(OC)C=CC=CC=1.C(O)(C(F)(F)F)=O.C([O-])(O)=O.[Na+]>ClCCl>[CH3:1][O:2][C:3]([NH:5][C@H:6]([C:20]([NH:22][CH2:23][CH2:24][CH:25]([F:48])[CH2:26][C@@H:27]([C:43]([O:45][CH2:46][CH3:47])=[O:44])[NH2:28])=[O:21])[CH:7]([C:14]1[CH:15]=[CH:16][CH:17]=[CH:18][CH:19]=1)[C:8]1[CH:13]=[CH:12][CH:11]=[CH:10][CH:9]=1)=[O:4] |f:3.4|. Procedure details: To a solution of the material from Step 3 (476 mg, 0.706 mmol) in dichloromethane (3 mL) at 0° C. were added anisole (0.232 mL, 2.119 mmol) and TFA (0.653 mL, 8.48 mmol). The reaction mixture was stirred at room temperature for 3 hours, poured into saturated aqueous NaHCO3, and extracted with dichloromethane (2×15 mL). The combined organic layers were dried over MgSO4 and concentrated under vacuum to afford 370 mg of the title compound a colorless foam. LCMS (M+1)=474. Reactants: ClCCl, CC(C)(C)OC(=O)N(CC(=O)Nc1ccccn1)C1CCN(CCn2c(=O)cnc3ccccc32)CC1, O=C(O)C(F)(F)F. Yields the product O=C(CNC1CCN(CCn2c(=O)cnc3ccccc32)CC1)Nc1ccccn1. As a reaction SMILES: [Cl:45][CH2:46][Cl:47].[O:1]=[C:2]([CH2:3][N:4]([C:5](=[O:6])[O:7][C:8]([CH3:9])([CH3:10])[CH3:11])[CH:12]1[CH2:13][CH2:14][N:15]([CH2:18][CH2:19][n:20]2[c:21](=[O:30])[cH:22][n:23][c:24]3[cH:25][cH:26][cH:27][cH:28][c:29]23)[CH2:16][CH2:17]1)[NH:31][c:32]1[n:33][cH:34][cH:35][cH:36][cH:37]1.[OH:38][C:39]([C:40]([F:41])([F:42])[F:43])=[O:44]>>[O:1]=[C:2]([CH2:3][NH:4][CH:12]1[CH2:13][CH2:14][N:15]([CH2:18][CH2:19][n:20]2[c:21](=[O:30])[cH:22][n:23][c:24]3[cH:25][cH:26][cH:27][cH:28][c:29]23)[CH2:16][CH2:17]1)[NH:31][c:32]1[n:33][cH:34][cH:35][cH:36][cH:37]1. Starting materials: Reduced nicotinamide adenine dinucleotide phosphate, disulfide, CC(C)(COP(=O)(O)OP(=O)(O)OC[C@@H]1[C@H]([C@H]([C@@H](O1)N2C=NC3=C2N=CN=C3N)O)O)C(C(=O)NCCC(=O)NCCS)O (3'-dephospho coenzyme A), [N+](=O)([O-])C1=C(C(=O)O)C=C(C=C1)SSC=1C=CC(=C(C(=O)O)C1)[N+](=O)[O-] (5,5'-dithio-bis(2-nitrobenzoic acid)), C1=CC=C2C(=C1)C(=CC(=N2)C3=NC4=CC=CC=C4C(=C3)C(=O)O)C(=O)O (bicinchoninic acid), 2',5'-adenosine diphosphate (ADP)-Sepharose, adenine mononucleotide, flavin adenine dinucleotide, C1(=CC=CC=C1)CS(=O)(=O)F (phenylmethylsulphonyl fluoride), N([C@H](C(=O)O)CCC(=O)N[C@@H](CS)C(=O)NCC(=O)O)SCCNC(CCNC([C@@H](C(COP(OP(OC[C@@H]1[C@H]([C@H]([C@@H](O1)N1C=NC=2C(N)=NC=NC12)O)OP(=O)(O)O)(=O)O)(=O)O)(C)C)O)=O)=O (glutathionyl-coenzyme A), CC(C)(COP(=O)(O)OP(=O)(O)OC[C@@H]1[C@H]([C@H]([C@@H](O1)N2C=NC3=C2N=CN=C3N)O)O)[C@H](C(=O)NCCC(=O)NCCS)O (3'-dephospho CoA), disulfide, CC=1C=C2C(=CC1C)N(C3=NC(=O)NC(=O)C3=N2)C[C@@H]([C@@H]([C@@H](CO)O)O)O (riboflavin), coenzyme A disulfide. The reagents and catalysts are [Cu] (copper), O.O.O.O.O.S(=O)(=O)([O-])[O-].[Cu+2] (copper sulphate pentahydrate). Solvent: C(C(CO)(CO)N)O.Cl (Tris-HCl). Product: CC(C)(COP(=O)(O)OP(=O)(O)OC[C@@H]1[C@H]([C@H]([C@@H](O1)N2C=NC3=C2N=CN=C3N)O)OP(=O)(O)O)[C@H](C(=O)NCCC(=O)NCCS)O (CoA), nucleotide. Reaction SMILES: CC1C=C2N=C3C(=NC(NC3=O)=O)N(C[C@H](O)[C@H](O)[C@H](O)CO)C2=CC=1C.N([S:48][CH2:49][CH2:50][NH:51][C:52](=[O:95])[CH2:53][CH2:54][NH:55][C:56](=[O:94])[C@H:57]([OH:93])[C:58]([CH3:92])([CH3:91])[CH2:59][O:60][P:61]([OH:90])(=[O:89])[O:62][P:63]([OH:88])(=[O:87])[O:64][CH2:65][C@H:66]1[O:70][C@@H:69]([N:71]2[C:80]3[N:79]=[CH:78][N:77]=[C:75]([NH2:76])[C:74]=3[N:73]=[CH:72]2)[C@H:68]([OH:81])[C@@H:67]1[O:82][P:83]([OH:86])([OH:85])=[O:84])[C@@H](CCC(N[C@H](C(NCC(O)=O)=O)CS)=O)C(O)=O.CC(C(O)C(NCCC(NCCS)=O)=O)(COP(OP(OC[C@H]1O[C@@H](N2C3N=CN=C(N)C=3N=C2)[C@H](O)[C@@H]1O)(O)=O)(O)=O)C.[N+](C1C=CC(SSC2C=CC([N+]([O-])=O)=C(C=2)C(O)=O)=CC=1C(O)=O)([O-])=O.C1C=C2C(C(O)=O)=CC(C3C=C(C(O)=O)C4C(=CC=CC=4)N=3)=NC2=CC=1.C1(CS(F)(=O)=O)C=CC=CC=1.CC([C@@H](O)C(NCCC(NCCS)=O)=O)(COP(OP(OC[C@H]1O[C@@H](N2C3N=CN=C(N)C=3N=C2)[C@H](O)[C@@H]1O)(O)=O)(O)=O)C>C(O)C(N)(CO)CO.Cl.O.O.O.O.O.S([O-])([O-])(=O)=O.[Cu+2].[Cu]>[CH3:92][C:58]([C@@H:57]([OH:93])[C:56]([NH:55][CH2:54][CH2:53][C:52]([NH:51][CH2:50][CH2:49][SH:48])=[O:95])=[O:94])([CH2:59][O:60][P:61]([O:62][P:63]([O:64][CH2:65][C@H:66]1[O:70][C@@H:69]([N:71]2[C:80]3[N:79]=[CH:78][N:77]=[C:75]([NH2:76])[C:74]=3[N:73]=[CH:72]2)[C@H:68]([OH:81])[C@@H:67]1[O:82][P:83]([OH:86])([OH:85])=[O:84])([OH:88])=[O:87])([OH:90])=[O:89])[CH3:91] |f:7.8,9.10.11.12.13.14.15|. Reported procedure: Reduced nicotinamide adenine dinucleotide phosphate (NADPH), riboflavin, flavin adenine mononucleotide (FMN), flavin adenine dinucleotide (FAD), coenzyme A disulfide, glutathionyl-coenzyme A mixed disulfide, 3'-dephospho coenzyme A, 5,5'-dithio-bis(2-nitrobenzoic acid) (DTNB), lysostaphin, bicinchoninic acid solution, 4% copper sulphate pentahydrate solution, 2',5'-adenosine diphosphate (ADP)-Sepharose®; and phenylmethylsulphonyl fluoride (PMSF) were from Sigma (Mississauga, ON). 3'-dephospho Co... Reactants: O=c1[nH]nc(Cl)cc1Br, [H-], CI, [Na+], CN(C)C=O. Reaction SMILES: [Br:1][c:2]1[c:3](=[O:9])[nH:4][n:5][c:6]([Cl:8])[cH:7]1.[H-:10].[I:12][CH3:13].[Na+:11].[O:14]=[CH:15][N:16]([CH3:17])[CH3:18]>>[Br:1][c:2]1[c:3](=[O:9])[n:4]([CH3:13])[n:5][c:6]([Cl:8])[cH:7]1. Product: Cn1nc(Cl)cc(Br)c1=O. Starting materials: C1CCOC1, CC[O-], CCC(=O)CC, CC[O-], CC[O-], CC[O-], CC(C)(C)S(N)=O, [Ti+4]. Product: CCC(CC)=NS(=O)C(C)(C)C. RXN SMILES: [CH2:14]1[O:15][CH2:16][CH2:17][CH2:18]1.[CH3:19][CH2:20][O-:21].[CH3:1][CH2:2][C:3]([CH2:4][CH3:5])=[O:6].[CH3:23][CH2:24][O-:25].[CH3:26][CH2:27][O-:28].[CH3:29][CH2:30][O-:31].[CH3:7][C:8]([CH3:9])([CH3:10])[S:11](=[O:12])[NH2:13].[Ti+4:22]>>[CH3:1][CH2:2][C:3]([CH2:4][CH3:5])=[N:13][S:11]([C:8]([CH3:7])([CH3:9])[CH3:10])=[O:12]. The reactants are C([O-])([O-])=O.[Na+].[Na+] (sodium carbonate), COC(=O)CCNC(=O)C1=CC2=C(N(C(=N2)C2CCNCC2)C)C=C1 (5-[(2-methoxycarbonyl-ethyl)-aminocarbonyl]-1-methyl-2-(4-piperidinyl)-benzimidazole), Br.C(C)SC(N)=N (S-ethylisothiourea-hydrobromide). The solvent is CN(C=O)C (dimethylformamide). The product is C(N)(=N)N1CCC(CC1)C1=NC2=C(N1C)C=CC(=C2)C(=O)NCCC(=O)OC (2-(1-Amidino-4-piperidinyl)-5-[(2-methoxycarbonyl-ethyl)-aminocarbonyl]-1-methyl-benzimidazole). RXN SMILES: [CH3:1][O:2][C:3]([CH2:5][CH2:6][NH:7][C:8]([C:10]1[CH:25]=[CH:24][C:13]2[N:14]([CH3:23])[C:15]([CH:17]3[CH2:22][CH2:21][NH:20][CH2:19][CH2:18]3)=[N:16][C:12]=2[CH:11]=1)=[O:9])=[O:4].Br.C(S[C:30](=[NH:32])[NH2:31])C.C(=O)([O-])[O-].[Na+].[Na+]>CN(C)C=O>[C:30]([N:20]1[CH2:21][CH2:22][CH:17]([C:15]2[N:14]([CH3:23])[C:13]3[CH:24]=[CH:25][C:10]([C:8]([NH:7][CH2:6][CH2:5][C:3]([O:2][CH3:1])=[O:4])=[O:9])=[CH:11][C:12]=3[N:16]=2)[CH2:18][CH2:19]1)(=[NH:31])[NH2:32] |f:1.2,3.4.5|. Procedure details: Prepared from 5-[(2-methoxycarbonyl-ethyl)-aminocarbonyl]-1-methyl-2-(4-piperidinyl)-benzimidazole and S-ethylisothiourea-hydrobromide by heating to 100° C. for 4 hours in dimethylformamide in the presence of sodium carbonate. Starting materials: NC(C1CC1)C1CC1, N#Cc1cnc(Cl)c2c1[nH]c1cc(Cl)ccc12, C1COCCO1. Yields the product N#Cc1cnc(NC(C2CC2)C2CC2)c2c1[nH]c1cc(Cl)ccc12. RXN SMILES: [CH:18]1([CH:21]([NH2:22])[CH:23]2[CH2:24][CH2:25]2)[CH2:19][CH2:20]1.[Cl:1][c:2]1[n:3][cH:4][c:5]([C:16]#[N:17])[c:6]2[nH:7][c:8]3[cH:9][c:10]([Cl:15])[cH:11][cH:12][c:13]3[c:14]12.[O:26]1[CH2:27][CH2:28][O:29][CH2:30][CH2:31]1>>[c:2]1([NH:22][CH:21]([CH:18]2[CH2:19][CH2:20]2)[CH:23]2[CH2:24][CH2:25]2)[n:3][cH:4][c:5]([C:16]#[N:17])[c:6]2[nH:7][c:8]3[cH:9][c:10]([Cl:15])[cH:11][cH:12][c:13]3[c:14]12.